This data is from the Open Reaction Database (ORD), a public repository of structured organic reaction records. The task is: describe an organic reaction: reactants, conditions, products, and yield Starting materials: FC1=CC=C(C=C1)[C@@H]1N([C@@H](CCC1)C=C)C(CC=C)=O (1-[(2R*,6S*)-2-(4-fluorophenyl)-6-vinylpiperidin-1-yl]-3-buten-1-one). The reagents and catalysts are CC1=CC(=C(C(=C1)C)N2CCN([CH-]2)C3=C(C=C(C=C3C)C)C)C.C1CCC(CC1)[PH+](C2CCCCC2)C3CCCCC3.C1=CC=C(C=C1)C=[Ru](Cl)Cl (tricyclohexylphosphine[1,3-bis(2,4,6-trimethylphenyl)-4,5-dihydroimidazol-2-ylidene][benzylidene]ruthenium (IV) dichloride). Solvent: C(Cl)Cl (methylene chloride). Product: FC1=CC=C(C=C1)[C@@H]1N2C(CC=C[C@@H]2CCC1)=O ((6R*,9aS*)-6-(4-fluorophenyl)-3,6,7,8,9,9a-hexahydroquinolizin-4-one). The yield is 82.4%. Reaction SMILES: [F:1][C:2]1[CH:7]=[CH:6][C:5]([C@H:8]2[CH2:13][CH2:12][CH2:11][C@@H:10](C=C)[N:9]2[C:16](=[O:20])[CH2:17][CH:18]=[CH2:19])=[CH:4][CH:3]=1>C(Cl)Cl.CC1C=C(C)C(N2[CH-]N(C3C(C)=CC(C)=CC=3C)CC2)=C(C)C=1.C1CCC([PH+](C2CCCCC2)C2CCCCC2)CC1.C1C=CC(C=[Ru](Cl)Cl)=CC=1>[F:1][C:2]1[CH:3]=[CH:4][C:5]([C@H:8]2[CH2:13][CH2:12][CH2:11][C@@H:10]3[N:9]2[C:16](=[O:20])[CH2:17][CH:18]=[CH:19]3)=[CH:6][CH:7]=1 |f:2.3.4|. Reported procedure: A solution of 1-[(2R*,6S*)-2-(4-fluorophenyl)-6-vinylpiperidin-1-yl]-3-buten-1-one (744 mg) and tricyclohexylphosphine[1,3-bis(2,4,6-trimethylphenyl)-4,5-dihydroimidazol-2-ylidene][benzylidene]ruthenium (IV) dichloride (116 mg) in methylene chloride (250 mL) was heated under reflux for two hours. The reaction solution was left to cool to room temperature and then concentrated. The residue was purified by silica gel column chromatography (elution solvent: heptane:ethyl acetate=4:1->ethyl acetate)... The reactants are CCOC(=O)Cc1ccc(OC)c(-c2ccc(C(F)(F)F)cc2CBr)c1, C1COCCO1, [H-], [Na+], Sc1ccccc1. Product: CCOC(=O)Cc1ccc(OC)c(-c2ccc(C(F)(F)F)cc2CSc2ccccc2)c1. As a reaction SMILES: [CH2:1]([CH3:2])[O:3][C:4]([CH2:5][c:6]1[cH:7][c:8](-[c:14]2[c:15]([CH2:24][Br:25])[cH:16][c:17]([C:20]([F:21])([F:22])[F:23])[cH:18][cH:19]2)[c:9]([O:12][CH3:13])[cH:10][cH:11]1)=[O:26].[CH2:36]1[O:37][CH2:38][CH2:39][O:40][CH2:41]1.[H-:34].[Na+:35].[SH:27][c:28]1[cH:29][cH:30][cH:31][cH:32][cH:33]1>>[CH2:1]([CH3:2])[O:3][C:4]([CH2:5][c:6]1[cH:7][c:8](-[c:14]2[c:15]([CH2:24][S:27][c:28]3[cH:29][cH:30][cH:31][cH:32][cH:33]3)[cH:16][c:17]([C:20]([F:21])([F:22])[F:23])[cH:18][cH:19]2)[c:9]([O:12][CH3:13])[cH:10][cH:11]1)=[O:26]. Starting materials: [N+](=O)([O-])C1=CC=C(C=C1)N=NC1=CC=C(C(=O)O)C=C1 (4-(4-nitrophenylazo)benzoic acid), OC1=CC=C(OC(C)O)C=C1 ((4-hydroxyphenoxy)ethanol), N,N'-dicyclohexyldicarbodiimide. The reagents and catalysts are CN(C1=CC=NC=C1)C (4-dimethylaminopyridine). Solvent: ClCCl (dichloromethane). Yields the product [N+](=O)([O-])C1=CC=C(C=C1)N=NC1=CC=C(C(=O)OC2=CC=C(OC(C)O)C=C2)C=C1 ((4-[4-(4-nitrophenylazo)benzoyloxy]phenoxy)ethanol). Isolated yield 76.1%. RXN SMILES: [N+:1]([C:4]1[CH:9]=[CH:8][C:7]([N:10]=[N:11][C:12]2[CH:20]=[CH:19][C:15]([C:16]([OH:18])=[O:17])=[CH:14][CH:13]=2)=[CH:6][CH:5]=1)([O-:3])=[O:2].O[C:22]1[CH:31]=[CH:30][C:25]([O:26][CH:27]([OH:29])[CH3:28])=[CH:24][CH:23]=1>CN(C)C1C=CN=CC=1.ClCCl>[N+:1]([C:4]1[CH:5]=[CH:6][C:7]([N:10]=[N:11][C:12]2[CH:20]=[CH:19][C:15]([C:16]([O:18][C:22]3[CH:31]=[CH:30][C:25]([O:26][CH:27]([OH:29])[CH3:28])=[CH:24][CH:23]=3)=[O:17])=[CH:14][CH:13]=2)=[CH:8][CH:9]=1)([O-:3])=[O:2]. Procedure: A solution of 0.35 g of 4-(4-nitrophenylazo)benzoic acid, 0.2 g of (4-hydroxyphenoxy)ethanol and 0.04 g of 4-dimethylaminopyridine is reacted with 0.4 g of N,N'-dicyclohexyldicarbodiimide and 50 ml of dichloromethane in an analogous manner to Example 1 to give 0.4 g of (4-[4-(4-nitrophenylazo)benzoyloxy]phenoxy)ethanol. The reactants are CCOC1CCC2(COC(C)=O)C(=CCC3C2CCC2(C)C(OC(C)=O)CCC32)C1, O=C([O-])[O-], CO, [K+], [K+]. Product: CCOC1CCC2(CO)C(=CCC3C2CCC2(C)C(OC(C)=O)CCC32)C1. Reaction SMILES: [C:1]([CH3:2])(=[O:3])[O:4][CH:5]1[C:6]2([CH3:7])[CH:8]([CH2:9][CH2:10]1)[CH:11]1[CH2:12][CH:13]=[C:14]3[CH2:15][CH:16]([O:28][CH2:29][CH3:30])[CH2:17][CH2:18][C:19]3([CH2:20][O:21][C:22](=[O:23])[CH3:24])[CH:25]1[CH2:26][CH2:27]2.[C:31](=[O:32])([O-:33])[O-:34].[CH3:37][OH:38].[K+:35].[K+:36]>>[C:1]([CH3:2])(=[O:3])[O:4][CH:5]1[C:6]2([CH3:7])[CH:8]([CH2:9][CH2:10]1)[CH:11]1[CH2:12][CH:13]=[C:14]3[CH2:15][CH:16]([O:28][CH2:29][CH3:30])[CH2:17][CH2:18][C:19]3([CH2:20][OH:21])[CH:25]1[CH2:26][CH2:27]2. The reactants are C(C)(C)(C)OC(NC12CC(C1)(C2)C(C)(C)C)=O (tert-butyl(3-(tert-butyl)bicyclo[1.1.1]pentan-1-yl)carbamate), Cl (HCl). The solvent is CCOC(=O)C (EtOAc). Conditions: time 8 hour. Yields the product [Cl-].C(C)(C)(C)C12CC(C1)(C2)N (3-(tert-butyl)bicyclo[1.1.1]pentan-1-amine chloride salt). The yield is 96.3%. As a reaction SMILES: C(OC(=O)[NH:7][C:8]12[CH2:12][C:10]([C:13]([CH3:16])([CH3:15])[CH3:14])([CH2:11]1)[CH2:9]2)(C)(C)C.[ClH:18]>CCOC(C)=O>[Cl-:18].[C:13]([C:10]12[CH2:12][C:8]([NH2:7])([CH2:11]1)[CH2:9]2)([CH3:16])([CH3:15])[CH3:14] |f:3.4|. Reported procedure: A solution of tert-butyl(3-(tert-butyl)bicyclo[1.1.1]pentan-1-yl)carbamate (0.983 g, 4.11 mmol) in EtOAc (10.3 mL) was treated with HCl (4.0M in dioxane, 41.1 mmol, 10.3 mL) and allowed to stir at r.t. overnight. The solution was concentrated under reduced pressure to afford the crude product as an off-white solid. The solid was triturated with Et2O (3×10 mL) to afford compound 15 as a white solid (0.6911 g). MS: m/z 140.2 [M+H]+. Reactants: N(=C=O)C1C(C1)C1=CC=CC=C1 ((2-isocyanatocyclopropyl)benzene), C1CCC2=NCCCN2CC1 (DBU), ClCCC(CC=C)(O)C1=CC=CC=C1 (1-chloro-3-phenylhex-5-en-3-ol). Run in C1CCOC1 (THF), CCOC(=O)C (EtOAc). The product is C(C=C)C1(CCN(C(O1)=O)C1C(C1)C1=CC=CC=C1)C1=CC=CC=C1 (6-allyl-6-phenyl-3-(2-phenylcyclopropyl)-1,3-oxazinan-2-one). Isolated yield 7.2%. RXN SMILES: [N:1]([CH:4]1[CH2:6][CH:5]1[C:7]1[CH:12]=[CH:11][CH:10]=[CH:9][CH:8]=1)=[C:2]=[O:3].C1CCN2C(=NCCC2)CC1.Cl[CH2:25][CH2:26][C:27]([C:32]1[CH:37]=[CH:36][CH:35]=[CH:34][CH:33]=1)([OH:31])[CH2:28][CH:29]=[CH2:30]>C1COCC1.CCOC(C)=O>[CH2:28]([C:27]1([C:32]2[CH:37]=[CH:36][CH:35]=[CH:34][CH:33]=2)[O:31][C:2](=[O:3])[N:1]([CH:4]2[CH2:6][CH:5]2[C:7]2[CH:12]=[CH:11][CH:10]=[CH:9][CH:8]=2)[CH2:25][CH2:26]1)[CH:29]=[CH2:30]. Procedure details: To a solution of (2-isocyanatocyclopropyl)benzene (800 mg, 5.03 mmol) in THF (15 mL) was added DBU (1.61 g, 10.48 mmol) and 1-chloro-3-phenylhex-5-en-3-ol (880 mg, 4.19 mmol), and the mixture was refluxed overnight. The solution was diluted with EtOAc, and washed with 1 N HCl (2×15 mL). The aqueous phase was extracted with EtOAc. The combined organic layers were washed with brine, dried over Na2SO4, filtered and concentrated to give crude product, which was purified by preparative TLC to afford ... The product is CC(=CCO)C1CCCCC1. Reactants: [Al+3], O=C([O-])C(O)C(O)C(=O)[O-], C1CCOC1, CCOCC, CCOC(=O)C=C(C)C1CCCCC1, [H-], [H-], [H-], [H-], [K+], [Li+], [Na+]. RXN SMILES: [Al+3:16].[C:26]([CH:27]([CH:28]([C:29]([O-:30])=[O:31])[OH:32])[OH:33])([O-:34])=[O:35].[CH2:21]1[O:22][CH2:23][CH2:24][CH2:25]1.[CH3:38][CH2:39][O:40][CH2:41][CH3:42].[CH:1]1([C:7](=[CH:8][C:9](=[O:10])[O:11][CH2:12][CH3:13])[CH3:14])[CH2:2][CH2:3][CH2:4][CH2:5][CH2:6]1.[H-:15].[H-:18].[H-:19].[H-:20].[K+:37].[Li+:17].[Na+:36]>>[CH:1]1([C:7](=[CH:8][CH2:9][OH:10])[CH3:14])[CH2:2][CH2:3][CH2:4][CH2:5][CH2:6]1. The reactants are BrC1=C(CCC1)Br (1,2-Dibromocyclopentene), C(C)OC(=O)C=1C=C(C=CC1)B(O)O ((3-ethoxycarbonylphenyl) boronic acid), Pd(0)[PPh3]4, C([O-])([O-])=O.[K+].[K+] (potassium carbonate). Solvent: C(OC)COC (dimethoxyethane). Yields the product C(C)OC(C1=CC(=CC=C1)C1=C(CCC1)Br)=O (3(2-Bromocyclopent-1-enyl)-benzoic acid ethyl ester). Yield: 17.6%. RXN SMILES: Br[C:2]1[CH2:6][CH2:5][CH2:4][C:3]=1[Br:7].[CH2:8]([O:10][C:11]([C:13]1[CH:14]=[C:15](B(O)O)[CH:16]=[CH:17][CH:18]=1)=[O:12])[CH3:9].C(=O)([O-])[O-].[K+].[K+]>C(COC)OC>[CH2:8]([O:10][C:11](=[O:12])[C:13]1[CH:14]=[CH:15][CH:16]=[C:17]([C:2]2[CH2:6][CH2:5][CH2:4][C:3]=2[Br:7])[CH:18]=1)[CH3:9] |f:2.3.4|. Reported procedure: 1,2-Dibromocyclopentene (Ex Aldrich, 27,732-0) (5 g, 0.0221 mol), (3-ethoxycarbonylphenyl) boronic acid (Ex Combiblocks inc. BB-2117-005) (4.26 g, 0.0221 mol), Pd(0)[PPh3]4 (0.5 g) and potassium carbonate (5 g) were stirred at 80° C. under nitrogen for 18 h in dimethoxyethane (30 mL). The reaction mixture was then filtered through Kieselguhr and evaporated down to an oil. Purification was carried out on a Biotage (90 g column) using isohexane containing a gradient of dichloromethane (0–30%) to g...